From a dataset of the Open Reaction Database (ORD), a public repository of structured organic reaction records. describe an organic reaction: reactants, conditions, products, and yield Starting materials: CCOC(=O)C=C(CNC(CC(C(F)(F)F)C(F)(F)F)C(=O)OC)Oc1ccccc1Cl, CC#N. Yields the product COC(=O)C(CC(C(F)(F)F)C(F)(F)F)N1CC(Oc2ccccc2Cl)=CC1=O. Reaction SMILES: [CH3:1][O:2][C:3]([CH:4]([CH2:5][CH:6]([C:7]([F:8])([F:9])[F:10])[C:11]([F:12])([F:13])[F:14])[NH:15][CH2:16][C:17](=[CH:18][C:19]([O:21][CH2:20][CH3:22])=[O:23])[O:24][c:25]1[c:26]([Cl:31])[cH:27][cH:28][cH:29][cH:30]1)=[O:32].[CH3:33][C:34]#[N:35]>>[CH3:1][O:2][C:3]([CH:4]([CH2:5][CH:6]([C:7]([F:8])([F:9])[F:10])[C:11]([F:12])([F:13])[F:14])[N:15]1[CH2:16][C:17]([O:24][c:25]2[c:26]([Cl:31])[cH:27][cH:28][cH:29][cH:30]2)=[CH:18][C:19]1=[O:21])=[O:32]. Starting materials: ClC=1C(=NC=C(C1)C(F)(F)F)C1=CC(=C(C=C1)Cl)NS(=O)(=O)C (3-chloro-2-(4-chloro-3-methylsulfonylaminophenyl)-5-trifluoromethylpyridine), ClC=1C(=NC=C(C1)C(F)(F)F)C1=CC(=C(C=C1)C#N)N(S(=O)(=O)CC)S(=O)(=O)CC (3-chloro-2-[4-cyano-3-bis(ethylsulfonyl)aminophenyl]-5-trifluoromethylpyridine), [O-]CC.[Na+] (sodium ethoxide). The solvent is C(C)O (ethanol). Yields the product ClC=1C(=NC=C(C1)C(F)(F)F)C1=CC(=C(C=C1)C#N)NS(=O)(=O)CC (3-Chloro-2-(4-cyano-3-ethylsulfonylaminophenyl)-5-trifluoromethylpyridine). Yield: 58.9%. As a reaction SMILES: ClC1C(C2C=CC(Cl)=C(NS(C)(=O)=O)C=2)=NC=C(C(F)(F)F)C=1.[Cl:24][C:25]1[C:26]([C:35]2[CH:40]=[CH:39][C:38]([C:41]#[N:42])=[C:37]([N:43](S(CC)(=O)=O)[S:44]([CH2:47][CH3:48])(=[O:46])=[O:45])[CH:36]=2)=[N:27][CH:28]=[C:29]([C:31]([F:34])([F:33])[F:32])[CH:30]=1.[O-]CC.[Na+]>C(O)C>[Cl:24][C:25]1[C:26]([C:35]2[CH:40]=[CH:39][C:38]([C:41]#[N:42])=[C:37]([NH:43][S:44]([CH2:47][CH3:48])(=[O:45])=[O:46])[CH:36]=2)=[N:27][CH:28]=[C:29]([C:31]([F:34])([F:33])[F:32])[CH:30]=1 |f:2.3|. Procedure details: In a preparation similar to that described above for 3-chloro-2-(4-chloro-3-methylsulfonylaminophenyl)-5-trifluoromethylpyridine, use of 4.2 g of 3-chloro-2-[4-cyano-3-bis(ethylsulfonyl)aminophenyl]-5-trifluoromethylpyridine, about 100 mg of sodium ethoxide and 100 ml of ethanol resulted in 2.0 g (59%) of colorless crystals; Starting materials: [Br-], C1CCOC1, C[Mg+], O=C1c2ccccc2COc2cc(F)ccc21. Yields the product C=C1c2ccccc2COc2cc(F)ccc21. Reaction SMILES: [Br-:18].[CH2:21]1[O:22][CH2:23][CH2:24][CH2:25]1.[CH3:19][Mg+:20].[F:1][c:2]1[cH:3][cH:4][c:5]2[c:6]([cH:17]1)[O:7][CH2:8][c:9]1[c:10]([cH:13][cH:14][cH:15][cH:16]1)[C:11]2=[O:12]>>[F:1][c:2]1[cH:3][cH:4][c:5]2[c:6]([cH:17]1)[O:7][CH2:8][c:9]1[c:10]([cH:13][cH:14][cH:15][cH:16]1)[C:11]2=[CH2:19]. Reaction SMILES: [Br:18][CH2:19][CH:20]1[CH2:21][O:22]1.[Br:3][c:4]1[cH:5][cH:6][c:7]2[nH:8][c:9]3[cH:10][cH:11][c:12]([Br:17])[cH:13][c:14]3[c:15]2[cH:16]1.[K+:2].[O:23]=[CH:24][N:25]([CH3:26])[CH3:27].[OH-:1]>>[Br:3][c:4]1[cH:5][cH:6][c:7]2[n:8]([CH2:19][CH:20]3[CH2:21][O:22]3)[c:9]3[cH:10][cH:11][c:12]([Br:17])[cH:13][c:14]3[c:15]2[cH:16]1. Starting materials: BrCC1CO1, Brc1ccc2[nH]c3ccc(Br)cc3c2c1, [K+], CN(C)C=O, [OH-]. The product is Brc1ccc2c(c1)c1cc(Br)ccc1n2CC1CO1. The reactants are C(C=C)OC(=O)N1CC(=C[C@H]1C)C=1N=C(SC1)SC1=C(N2C([C@@H]([C@H]2[C@H]1C)[C@@H](C)O[Si](C)(C)C)=O)C(=O)OCC=C (allyl (4R,5S,6S)-3-[(4-{(5R)-1-[(allyloxy)carbonyl]-5-methyl-2,5-dihydro-1H-pyrrol-3-yl}-1,3-thiazol-2-yl)sulfanyl]-4-methyl-7-oxo-6-[(1R)-1-[(trimethylsilyl)oxy]ethyl]-1-azabicyclo[3.2.0]hept-2-ene-2-carboxylate), O (water), C(O)([O-])=O.[Na+] (sodium hydrogen carbonate), Cl (hydrochloric acid). The solvent is C(C)(=O)OCC (ethyl acetate), C1CCOC1 (THF). Run at time 10 minute. The product is O[C@H](C)[C@@H]1[C@H]2[C@H](C(=C(N2C1=O)C(=O)O)SC=1SC=C(N1)C=1CN[C@@H](C1)C)C ((4R,5S,6S)-6-[(1R)-1-hydroxyethyl]-4-methyl-3-({4-[(5R)-5-methyl-2,5-dihydro-1H-pyrrol-3-yl]-1,3-thiazol-2-yl}sulfanyl)-7-oxo-1-azabicyclo[3.2.0]hept-2-ene-2-carboxylic acid). As a reaction SMILES: C(OC([N:7]1[C@H:11]([CH3:12])[CH:10]=[C:9]([C:13]2[N:14]=[C:15]([S:18][C:19]3[C@H:25]([CH3:26])[C@H:24]4[N:21]([C:22](=[O:34])[C@@H:23]4[C@H:27]([O:29][Si](C)(C)C)[CH3:28])[C:20]=3[C:35]([O:37]CC=C)=[O:36])[S:16][CH:17]=2)[CH2:8]1)=O)C=C.O.Cl.C(=O)([O-])O.[Na+]>C(OCC)(=O)C.C1COCC1>[OH:29][C@@H:27]([C@H:23]1[C:22](=[O:34])[N:21]2[C@@H:24]1[C@@H:25]([CH3:26])[C:19]([S:18][C:15]1[S:16][CH:17]=[C:13]([C:9]3[CH2:8][NH:7][C@H:11]([CH3:12])[CH:10]=3)[N:14]=1)=[C:20]2[C:35]([OH:37])=[O:36])[CH3:28] |f:3.4|. Procedure details: To a solution of allyl (4R,5S,6S)-3-[(4-{(5R)-1-[(allyloxy)carbonyl]-5-methyl-2,5-dihydro-1H-pyrrol-3-yl}-1,3-thiazol-2-yl)sulfanyl]-4-methyl-7-oxo-6-[(1R)-1-[(trimethylsilyl)oxy]ethyl]-1-azabicyclo[3.2.0]hept-2-ene-2-carboxylate (42 mg, 0.070 mmol) in ethyl acetate (4 ml) was added water and then 2N hydrochloric acid and the solution was adjusted to pH 2. After stirring for 10 minutes, THF was further added thereto and the solution was stirred for 20 minutes. To the obtained mixture was added a... Starting materials: C1(=CC=CC=C1)SCCO (β-phenylthioethylalcohol), Cl (hydrogen chloride), Cl (hydrogen chloride), [N+](=O)([O-])CC(=O)[O-] (nitroacetate). Run in ClCCl (dichloromethane). Yields the product [N+](=O)([O-])CC(=O)OCCSC1=CC=CC=C1 (β-phenylthioethyl nitroacetate). As a reaction SMILES: [C:1]1([S:7][CH2:8][CH2:9][OH:10])[CH:6]=[CH:5][CH:4]=[CH:3][CH:2]=1.Cl.[N+:12]([CH2:15][C:16]([O-])=[O:17])([O-:14])=[O:13]>ClCCl>[N+:12]([CH2:15][C:16]([O:10][CH2:9][CH2:8][S:7][C:1]1[CH:6]=[CH:5][CH:4]=[CH:3][CH:2]=1)=[O:17])([O-:14])=[O:13]. Reported procedure: This compound was prepared according to a known process (British Pat. No. 835,521 Spec.). Namely, a solution of β-phenylthioethylalcohol (50g) in dichloromethane (15ml) was saturated with dry hydrogen chloride at 0° C. and to the resulting solution was added, in three portions, dipottassium nitroacetate (27.5g). During the addition, hydrogen chloride was passed into the well stirred mixture while the temperature was allowed to rise to 10° C. Then the gas supply was stopped and the reaction mixtu... Starting materials: CCN=C=O, CCO, NCCSc1nc2cc(Cl)ccc2s1. The product is CCNC(=O)NCCSc1nc2cc(Cl)ccc2s1. As a reaction SMILES: [CH2:15]([CH3:16])[N:17]=[C:18]=[O:19].[CH3:20][CH2:21][OH:22].[NH2:1][CH2:2][CH2:3][S:4][c:5]1[s:6][c:7]2[c:8]([n:9]1)[cH:10][c:11]([Cl:14])[cH:12][cH:13]2>>[NH:1]([CH2:2][CH2:3][S:4][c:5]1[s:6][c:7]2[c:8]([n:9]1)[cH:10][c:11]([Cl:14])[cH:12][cH:13]2)[C:18]([NH:17][CH2:15][CH3:16])=[O:19]. The reactants are FC1=CC=C(C=C1)[C@@H]1CNC(C12CCN(CC2)CCNC(OC(C)(C)C)=O)=O ((S)-tert-butyl 2-(4-(4-fluorophenyl)-1-oxo-2,8-diazaspiro[4.5]decan-8-yl)ethylcarbamate), C(=O)(C(F)(F)F)O (TFA). Solvent: C(Cl)Cl (DCM). Run at time 8 hour. Yields the product FC(C(=O)O)(F)F.FC(C(=O)O)(F)F.NCCN1CCC2([C@@H](CNC2=O)C2=CC=C(C=C2)F)CC1 ((S)-8-(2-Aminoethyl)-4-(4-fluorophenyl)-2,8-diazaspiro[4.5]decan-1-one bis(2,2,2-trifluoroacetate)). RXN SMILES: [F:1][C:2]1[CH:7]=[CH:6][C:5]([C@H:8]2[C:12]3([CH2:17][CH2:16][N:15]([CH2:18][CH2:19][NH:20]C(=O)OC(C)(C)C)[CH2:14][CH2:13]3)[C:11](=[O:28])[NH:10][CH2:9]2)=[CH:4][CH:3]=1.[C:29]([OH:35])([C:31]([F:34])([F:33])[F:32])=[O:30]>C(Cl)Cl>[F:32][C:31]([F:34])([F:33])[C:29]([OH:35])=[O:30].[F:32][C:31]([F:34])([F:33])[C:29]([OH:35])=[O:30].[NH2:20][CH2:19][CH2:18][N:15]1[CH2:14][CH2:13][C:12]2([C:11](=[O:28])[NH:10][CH2:9][C@H:8]2[C:5]2[CH:4]=[CH:3][C:2]([F:1])=[CH:7][CH:6]=2)[CH2:17][CH2:16]1 |f:3.4.5|. Procedure details: To a solution containing 130 mg (0.33 mmol) of (S)-tert-butyl 2-(4-(4-fluorophenyl)-1-oxo-2,8-diazaspiro[4.5]decan-8-yl)ethylcarbamate and 5 mL of DCM was added 1 mL of TFA. The reaction mixture was allowed to stir at room temperature overnight. The solvents were removed under reduced pressure and the residue was used without further purification: LCMS m/z: 292.2 (M+H)+. Reactants: CN1CCNCC1 (1-Methylpiperazine), ClC1=CC2=C(C(CC3=C(S2)C=CC=C3)=O)C=C1F (7-chloro-8-fluorodibenzo(b,f)thiepine-10(11H)-one), ice. Reagents/catalysts: [Ti](Cl)(Cl)(Cl)Cl (titanium tetrachloride). Run in C1=CC=CC=C1 (benzene), C1=CC=CC=C1 (benzene). Reaction conditions: time 30 minute. Product: ClC1=CC2=C(C(=CC3=C(S2)C=CC=C3)N3CCN(CC3)C)C=C1F (7-Chloro-8-fluoro-10-(4-methylpiperazino)dibenzo(b,f)thiepine). Yield: 91.0%. Reaction SMILES: [CH3:1][N:2]1[CH2:7][CH2:6][NH:5][CH2:4][CH2:3]1.[Cl:8][C:9]1[C:24]([F:25])=[CH:23][C:12]2[C:13](=O)[CH2:14][C:15]3[CH:21]=[CH:20][CH:19]=[CH:18][C:16]=3[S:17][C:11]=2[CH:10]=1>C1C=CC=CC=1.[Ti](Cl)(Cl)(Cl)Cl>[Cl:8][C:9]1[C:24]([F:25])=[CH:23][C:12]2[C:13]([N:5]3[CH2:6][CH2:7][N:2]([CH3:1])[CH2:3][CH2:4]3)=[CH:14][C:15]3[CH:21]=[CH:20][CH:19]=[CH:18][C:16]=3[S:17][C:11]=2[CH:10]=1. Procedure details: 1-Methylpiperazine (18.2 ml) was added to a solution of 7-chloro-8-fluorodibenzo(b,f)thiepine-10(11H)-one (see Example 24) (10.16 g) in benzene (90 ml). To this mixture a solution of titanium tetrachloride (3.7 g) in benzene (30 ml) was added dropwise during 5 minutes. The mixture was refluxed for 24 hours, cooled and decomposed by addition of ice-cold water (150 ml). After 30 minutes' standing, the precipitated solid was filtered and washed with benzene. The aqueous layer of the filtrate was ex... The reactants are ClCc1cccnc1, Cl, O=c1[nH]ncc2ccc([N+](=O)[O-])cc12. Product: O=c1c2cc([N+](=O)[O-])ccc2cnn1Cc1cccnc1. Reaction SMILES: [Cl:16][CH2:17][c:18]1[cH:19][n:20][cH:21][cH:22][cH:23]1.[ClH:15].[N+:1](=[O:2])([O-:3])[c:4]1[cH:5][cH:6][c:7]2[cH:8][n:9][nH:10][c:11](=[O:14])[c:12]2[cH:13]1>>[N+:1](=[O:2])([O-:3])[c:4]1[cH:5][cH:6][c:7]2[cH:8][n:9][n:10]([CH2:17][c:18]3[cH:19][n:20][cH:21][cH:22][cH:23]3)[c:11](=[O:14])[c:12]2[cH:13]1.